From a dataset of the Open Reaction Database (ORD), a public repository of structured organic reaction records. describe an organic reaction: reactants, conditions, products, and yield Solvent: C(Cl)Cl (methylene chloride). Conditions: time 90 minute. Procedure details: Dissolve 1.7 gm. of 3-cyano-8-fluorodibenzo[b,f]thiepine in 90 ml. of methylene chloride and add 1.36 gm. of 85% m-chloroperbenzoic acid. Stir the mixture at room temperature for 90 minutes. Add 4 gm. of calcium hydroxide over 15 minutes. Filter and strip the filtrate to dryness. Triturate the residue in 30 ml. of ether for 2 hours. Separate the solids by filtration to obtain the title product. (mp. 240°-243° C.). RXN SMILES: [C:1]([C:3]1[CH:4]=[CH:5][C:6]2[CH:12]=[CH:11][C:10]3[CH:13]=[C:14]([F:17])[CH:15]=[CH:16][C:9]=3[S:8][C:7]=2[CH:18]=1)#[N:2].ClC1C=CC=C(C(OO)=[O:27])C=1.[OH-].[Ca+2].[OH-]>C(Cl)Cl>[C:1]([C:3]1[CH:4]=[CH:5][C:6]2[CH:12]=[CH:11][C:10]3[CH:13]=[C:14]([F:17])[CH:15]=[CH:16][C:9]=3[S:8](=[O:27])[C:7]=2[CH:18]=1)#[N:2] |f:2.3.4|. Reactants: C(#N)C=1C=CC2=C(SC3=C(C=C2)C=C(C=C3)F)C1 (3-cyano-8-fluorodibenzo[b,f]thiepine), ClC1=CC(=CC=C1)C(=O)OO (m-chloroperbenzoic acid), [OH-].[Ca+2].[OH-] (calcium hydroxide). Yields the product C(#N)C=1C=CC2=C(S(C3=C(C=C2)C=C(C=C3)F)=O)C1 (3-Cyano-8-fluorodibenzo[b,f]thiepin-5-Oxide). Starting materials: C#CCBr, CN(C)C=O, [Cl-], [H-], [NH4+], [Na+], O, CCOC(=O)C(Cc1c[nH]c2ccccc12)OC(C)C. Yields the product C#CCn1cc(CC(OC(C)C)C(=O)OCC)c2ccccc21. RXN SMILES: [CH2:23]([C:24]#[CH:25])[Br:26].[CH3:29][N:30]([CH3:31])[CH:32]=[O:33].[Cl-:27].[H-:21].[NH4+:28].[Na+:22].[OH2:34].[nH:1]1[cH:2][c:3]([CH2:10][CH:11]([C:12](=[O:13])[O:14][CH2:15][CH3:16])[O:17][CH:18]([CH3:19])[CH3:20])[c:4]2[cH:5][cH:6][cH:7][cH:8][c:9]12>>[n:1]1([CH2:25][C:24]#[CH:23])[cH:2][c:3]([CH2:10][CH:11]([C:12](=[O:13])[O:14][CH2:15][CH3:16])[O:17][CH:18]([CH3:19])[CH3:20])[c:4]2[cH:5][cH:6][cH:7][cH:8][c:9]12. Reactants: N#N (N2), S(=O)([O-])S(=O)[O-].[Na+].[Na+] (sodium dithionite), ice, [I-].C[N+]1=CC(=CC=C1)C(NCCC1=CC=C(C=C1)O)=O (1-Methyl-3-{N-[β-(4-hydroxyphenyl)ethyl]}carbamoylpyridinium iodide), C([O-])(O)=O.[Na+] (sodium bicarbonate), yellowish semisolid. Run in O (water). Run at time 1 hour. Product: CN1C=C(CC=C1)C(NCCC1=CC=C(C=C1)O)=O (1-Methyl-3-{N-[β-(4-hydroxyphenyl)ethyl]}carbamoyl-1,4-dihydropyridine). RXN SMILES: [I-].[CH3:2][N+:3]1[CH:8]=[CH:7][CH:6]=[C:5]([C:9](=[O:20])[NH:10][CH2:11][CH2:12][C:13]2[CH:18]=[CH:17][C:16]([OH:19])=[CH:15][CH:14]=2)[CH:4]=1.C(=O)(O)[O-].[Na+].N#N.S(S([O-])=O)([O-])=O.[Na+].[Na+]>O>[CH3:2][N:3]1[CH:8]=[CH:7][CH2:6][C:5]([C:9](=[O:20])[NH:10][CH2:11][CH2:12][C:13]2[CH:18]=[CH:17][C:16]([OH:19])=[CH:15][CH:14]=2)=[CH:4]1 |f:0.1,2.3,5.6.7|. Procedure details: To an ice cold solution of 1.15 g (3 mmol) of the product of Example 27 in 200 ml of deaerated water, 1.5 g (18 mmol) sodium bicarbonate were added. While the mixture was bubbled with N2 gas, 2.09 g (12 mmol) of sodium dithionite were gradually added to the mixture. The mixture was stirred under N2 for 1 hr and then extracted twice, each with 100 ml of ethyl acetate. The combined extract was washed with water, dried over anhydrous Na2SO4 and distilled on rotovap. Yield, 0.38 g (50%) of yellowish... Starting materials: [Br-], O=C([O-])[O-], CC(=O)c1ccncc1, O=C(C[P+](c1ccccc1)(c1ccccc1)c1ccccc1)OCc1ccccc1, CN(C)C=O, CCOCC, [K+], [K+]. Yields the product CC(=CC(=O)OCc1ccccc1)c1ccncc1. As a reaction SMILES: [Br-:15].[C:46](=[O:47])([O-:48])[O-:49].[C:6]([CH3:7])(=[O:8])[c:9]1[cH:10][cH:11][n:12][cH:13][cH:14]1.[CH2:16]([c:17]1[cH:18][cH:19][cH:20][cH:21][cH:22]1)[O:23][C:24](=[O:25])[CH2:26][P+:27]([c:28]1[cH:29][cH:30][cH:31][cH:32][cH:33]1)([c:34]1[cH:35][cH:36][cH:37][cH:38][cH:39]1)[c:40]1[cH:41][cH:42][cH:43][cH:44][cH:45]1.[CH3:1][N:2]([CH3:3])[CH:4]=[O:5].[CH3:52][CH2:53][O:54][CH2:55][CH3:56].[K+:50].[K+:51]>>[C:6]([CH3:7])([c:9]1[cH:10][cH:11][n:12][cH:13][cH:14]1)=[CH:26][C:24]([O:23][CH2:16][c:17]1[cH:18][cH:19][cH:20][cH:21][cH:22]1)=[O:25]. Reported procedure: The mixture of 3,4-difluorophenylboronic acid (0.083 g, 0.527 mmol), sodium carbonate (0.406 mL, 0.813 mmol), (E)-9-(triisopropylsilyloxy)-8,9-dihydro-7H-cyclohepta[b]pyridin-6-yl trifluoromethanesulfonate (0.2045 g, 0.439 mmol) and tetrakis(triphenylphosphine)palladium(0) (0.025 g, 0.022 mmol) in Toluene (5 mL) and MeOH (1 mL) was heat to 80° C. under N2 for 3 hours. LCMS showed no more starting material. The reaction was diluted with ethyl acetate and washed with water one time. The ethyl acet... Reaction SMILES: [F:1][C:2]1[CH:3]=[C:4](B(O)O)[CH:5]=[CH:6][C:7]=1[F:8].C(=O)([O-])[O-].[Na+].[Na+].FC(F)(F)S(O[C:24]1=[CH:25][C:26]2[C:27]([CH:32]([O:35][Si:36]([CH:43]([CH3:45])[CH3:44])([CH:40]([CH3:42])[CH3:41])[CH:37]([CH3:39])[CH3:38])[CH2:33][CH2:34]1)=[N:28][CH:29]=[CH:30][CH:31]=2)(=O)=O>C1(C)C=CC=CC=1.CO.C(OCC)(=O)C.C1C=CC([P]([Pd]([P](C2C=CC=CC=2)(C2C=CC=CC=2)C2C=CC=CC=2)([P](C2C=CC=CC=2)(C2C=CC=CC=2)C2C=CC=CC=2)[P](C2C=CC=CC=2)(C2C=CC=CC=2)C2C=CC=CC=2)(C2C=CC=CC=2)C2C=CC=CC=2)=CC=1>[F:1][C:2]1[CH:3]=[C:4]([C:24]2=[CH:25][C:26]3[C:27]([CH:32]([O:35][Si:36]([CH:40]([CH3:42])[CH3:41])([CH:43]([CH3:45])[CH3:44])[CH:37]([CH3:38])[CH3:39])[CH2:33][CH2:34]2)=[N:28][CH:29]=[CH:30][CH:31]=3)[CH:5]=[CH:6][C:7]=1[F:8] |f:1.2.3,^1:66,68,87,106|. Run at temperature 80 celsius. Run in C1(=CC=CC=C1)C (Toluene), CO (MeOH), C(C)(=O)OCC (ethyl acetate). The reagents and catalysts are C=1C=CC(=CC1)[P](C=2C=CC=CC2)(C=3C=CC=CC3)[Pd]([P](C=4C=CC=CC4)(C=5C=CC=CC5)C=6C=CC=CC6)([P](C=7C=CC=CC7)(C=8C=CC=CC8)C=9C=CC=CC9)[P](C=1C=CC=CC1)(C=1C=CC=CC1)C=1C=CC=CC1 (tetrakis(triphenylphosphine)palladium(0)). Yields the product FC=1C=C(C=CC1F)/C/1=C/C=2C(=NC=CC2)C(CC1)O[Si](C(C)C)(C(C)C)C(C)C ((E)-6-(3,4-Difluorophenyl)-9-(triisopropylsilyloxy)-8,9-dihydro-7H-cyclohepta[b]pyridine). Starting materials: FC=1C=C(C=CC1F)B(O)O (3,4-difluorophenylboronic acid), C([O-])([O-])=O.[Na+].[Na+] (sodium carbonate), FC(S(=O)(=O)O/C/1=C/C=2C(=NC=CC2)C(CC1)O[Si](C(C)C)(C(C)C)C(C)C)(F)F ((E)-9-(triisopropylsilyloxy)-8,9-dihydro-7H-cyclohepta[b]pyridin-6-yl trifluoromethanesulfonate). Starting materials: Cl, CC(C)(C)C(N)C(=O)O, [Na+], [OH-], O=C(Cl)Cc1ccccc1. The product is CC(C)(C)C(NC(=O)Cc1ccccc1)C(=O)O. As a reaction SMILES: [ClH:20].[NH2:1][CH:2]([C:3]([CH3:4])([CH3:5])[CH3:6])[C:7](=[O:8])[OH:9].[Na+:22].[OH-:21].[c:10]1([CH2:16][C:17](=[O:18])[Cl:19])[cH:11][cH:12][cH:13][cH:14][cH:15]1>>[NH:1]([CH:2]([C:3]([CH3:4])([CH3:5])[CH3:6])[C:7](=[O:8])[OH:9])[C:17]([CH2:16][c:10]1[cH:11][cH:12][cH:13][cH:14][cH:15]1)=[O:18]. Starting materials: CCOC(C)=O, O=[N+]([O-])c1ccc(O)cc1F, Nc1ccccc1. Yields the product O=[N+]([O-])c1ccc(O)cc1Nc1ccccc1. RXN SMILES: [CH3:19][CH2:20][O:21][C:22](=[O:23])[CH3:24].[F:1][c:2]1[cH:3][c:4]([OH:11])[cH:5][cH:6][c:7]1[N+:8](=[O:9])[O-:10].[NH2:12][c:13]1[cH:14][cH:15][cH:16][cH:17][cH:18]1>>[c:2]1([NH:12][c:13]2[cH:14][cH:15][cH:16][cH:17][cH:18]2)[cH:3][c:4]([OH:11])[cH:5][cH:6][c:7]1[N+:8](=[O:9])[O-:10]. The reactants are ice water, FC(CCSC=1OC=CN1)=C(F)F (2-(3,4,4-trifluoro-3-butenylthio)oxazole), CN(C)C=O (DMF), S(=O)(=O)(Cl)Cl (sulfuryl chloride), S(=O)(=O)(Cl)Cl (sulfuryl chloride). Run in C(Cl)(Cl)Cl (chloroform), C(Cl)(Cl)Cl (chloroform). Run at temperature 50 celsius, time 3 hour. The product is ClC1=CN=C(O1)SCCC(=C(F)F)F (5-chloro-2-(3,4,4-trifluoro-3-butenylthio)oxazole). Isolated yield 51.5%. Reaction SMILES: [F:1][C:2](=[C:11]([F:13])[F:12])[CH2:3][CH2:4][S:5][C:6]1[O:7][CH:8]=[CH:9][N:10]=1.CN(C=O)C.S(Cl)([Cl:22])(=O)=O>C(Cl)(Cl)Cl>[Cl:22][C:8]1[O:7][C:6]([S:5][CH2:4][CH2:3][C:2]([F:1])=[C:11]([F:12])[F:13])=[N:10][CH:9]=1. Procedure details: 4.0 g of 2-(3,4,4-trifluoro-3-butenylthio)oxazole was added to 40 ml of DMF (dehydrated) to which a mixture of 10 ml of chloroform and 2.6 g of sulfuryl chloride was added dropwise at 50 in 1 hour. After the reaction mixture was stirred at 50° C. for 3 hours, a mixture of 5 ml of chloroform and 0.8 g of sulfuryl chloride was further added dropwise in 15 minutes. After stirring at 50° C. for 15 hours, the reaction mixture was cooled to room temperature, poured into 200 ml of ice water and extract... Starting materials: O (water), ClC=1C=C2C=C(NC2=CC1)C(=O)O (5-chloro-1H-indole-2-carboxylic acid), BrBr (bromine). Run in C(C)(=O)O (acetic acid), C(C)(=O)O (acetic acid). Conditions: time 20 minute. Yields the product BrC1=C(NC2=CC=C(C=C12)Cl)C(=O)O (3-Bromo-5-chloro-1H-indole-2-carboxylic acid). Isolated yield 89.3%. RXN SMILES: [Cl:1][C:2]1[CH:3]=[C:4]2[C:8](=[CH:9][CH:10]=1)[NH:7][C:6]([C:11]([OH:13])=[O:12])=[CH:5]2.[Br:14]Br.O>C(O)(=O)C>[Br:14][C:5]1[C:4]2[C:8](=[CH:9][CH:10]=[C:2]([Cl:1])[CH:3]=2)[NH:7][C:6]=1[C:11]([OH:13])=[O:12]. Reported procedure: To a solution of 5-chloro-1H-indole-2-carboxylic acid (2.0 g, 10.2 mmol) in acetic acid (24 mL) was added a solution of bromine (0.53 mL, 10.2 mmol) in acetic acid (16 mL). After 20 minutes, the mixture was poured into water and extracted with chloroform twice. The combined extracts were washed with water twice and brine, dried over magnesium sulfate and concentrated. The product was obtained as a solid (2.5 g, 89%). The reactants are [BH4-], CCO, Cn1c(S)nnc1-c1ccncc1, CCCOc1cc(I)ccc1CNc1ccc(CC(=O)OCC)cc1, C1CCOC1. Product: CCCOc1cc(Sc2nnc(-c3ccncc3)n2C)ccc1CNc1ccc(CC(=O)OCC)cc1. As a reaction SMILES: [BH4-:1].[CH2:40]([OH:41])[CH3:42].[CH3:2][n:3]1[c:4]([SH:14])[n:5][n:6][c:7]1-[c:8]1[cH:9][cH:10][n:11][cH:12][cH:13]1.[I:15][c:16]1[cH:17][c:18]([O:36][CH2:37][CH2:38][CH3:39])[c:19]([CH2:20][NH:21][c:22]2[cH:23][cH:24][c:25]([CH2:28][C:29](=[O:30])[O:31][CH2:32][CH3:33])[cH:26][cH:27]2)[cH:34][cH:35]1.[O:43]1[CH2:44][CH2:45][CH2:46][CH2:47]1>>[CH3:2][n:3]1[c:4]([S:14][c:16]2[cH:17][c:18]([O:36][CH2:37][CH2:38][CH3:39])[c:19]([CH2:20][NH:21][c:22]3[cH:23][cH:24][c:25]([CH2:28][C:29](=[O:30])[O:31][CH2:32][CH3:33])[cH:26][cH:27]3)[cH:34][cH:35]2)[n:5][n:6][c:7]1-[c:8]1[cH:9][cH:10][n:11][cH:12][cH:13]1.